Dataset: the Open Reaction Database (ORD), a public repository of structured organic reaction records. Task: describe an organic reaction: reactants, conditions, products, and yield Reactants: CC(=O)O[BH-](OC(C)=O)OC(C)=O, CN1CCC(=O)CC1, CN1CCCC1=O, CCCCc1nc2c(N)nc3ccccc3c2n1CCCN, [Na+]. Product: CCCCc1nc2c(N)nc3ccccc3c2n1CCCNC1CCN(C)CC1. Reaction SMILES: [C:1]([O:2][BH-:3]([O:4][C:5](=[O:6])[CH3:7])[O:8][C:9](=[O:10])[CH3:11])(=[O:12])[CH3:13].[CH3:37][N:38]1[CH2:39][CH2:40][C:41](=[O:44])[CH2:42][CH2:43]1.[CH3:45][N:46]1[CH2:47][CH2:48][CH2:49][C:50]1=[O:51].[NH2:15][CH2:16][CH2:17][CH2:18][n:19]1[c:20]([CH2:33][CH2:34][CH2:35][CH3:36])[n:21][c:22]2[c:23]([NH2:32])[n:24][c:25]3[cH:26][cH:27][cH:28][cH:29][c:30]3[c:31]12.[Na+:14]>>[NH:15]([CH2:16][CH2:17][CH2:18][n:19]1[c:20]([CH2:33][CH2:34][CH2:35][CH3:36])[n:21][c:22]2[c:23]([NH2:32])[n:24][c:25]3[cH:26][cH:27][cH:28][cH:29][c:30]3[c:31]12)[CH:41]1[CH2:40][CH2:39][N:38]([CH3:37])[CH2:43][CH2:42]1. Reactants: COC(CC(CCC)(C1=C(C=CC=C1)C)O)=O (3-hydroxy-3-(o-tolyl)-hexanoic acid methyl ester), O (water), C1(=CC=C(C=C1)S(=O)(=O)O)C (p-toluene sulphonic acid), OS(=O)(=O)O (H2SO4). Solvent: C1(=CC=CC=C1)C (toluene). Yields the product COC(CC(CCC)C1=C(C=CC=C1)C)=O (3-o-tolyl-hexanoic acid methyl ester). Reaction SMILES: [CH3:1][O:2][C:3](=[O:17])[CH2:4][C:5](O)([C:9]1[CH:14]=[CH:13][CH:12]=[CH:11][C:10]=1[CH3:15])[CH2:6][CH2:7][CH3:8].C1(C)C=CC(S(O)(=O)=O)=CC=1.OS(O)(=O)=O.O>C1(C)C=CC=CC=1>[CH3:1][O:2][C:3](=[O:17])[CH2:4][CH:5]([C:9]1[CH:14]=[CH:13][CH:12]=[CH:11][C:10]=1[CH3:15])[CH2:6][CH2:7][CH3:8]. Procedure details: A solution of 58.9 g of 3-hydroxy-3-(o-tolyl)-hexanoic acid methyl ester, 1.1 g p-toluene sulphonic acid and 2.5 ml concentrated H2SO4 in 400 ml toluene is boiled in a water separator under reflux. The resultant reaction solution is concentrated, taken up in CHCl3, washed with NaHCO3 solution, H2O and then NaCl solution and then concentrated. The crude product in CHCl3 is filtered through silica gel and the filtrate concentrated. The product containing 3-(o-tolyl)-hex-2-and/or 3-enoic acid methy... Starting materials: NC1(C(C2=CC=CC=C2C1=O)=O)C1=C(C=C(C=C1)C(C)C)OC (2-amino-2-(4-isopropyl-2-methoxyphenyl)-2H-inden-1,3-dione), ClC(Cl)(OC(OC(Cl)(Cl)Cl)=O)Cl (triphosgene). Run in C1CCOC1 (THF). Conditions: time 30 minute. The product is C(C)(C)C1=CC(=C(C=C1)C1(C(C2=CC=CC=C2C1=O)=O)NC(OC)=O)OC (Methyl 2-(4-isopropyl-2-methoxyphenyl)-1,3-dioxo-2,3-dihydro-1H-inden-2-ylcarbamate). The yield is 84.3%. As a reaction SMILES: [NH2:1][C:2]1([C:13]2[CH:18]=[CH:17][C:16]([CH:19]([CH3:21])[CH3:20])=[CH:15][C:14]=2[O:22][CH3:23])[C:10](=[O:11])[C:9]2[C:4](=[CH:5][CH:6]=[CH:7][CH:8]=2)[C:3]1=[O:12].Cl[C:25](Cl)([O:27][C:28](=O)[O:29]C(Cl)(Cl)Cl)Cl>C1COCC1>[CH:19]([C:16]1[CH:17]=[CH:18][C:13]([C:2]2([NH:1][C:28](=[O:29])[O:27][CH3:25])[C:10](=[O:11])[C:9]3[C:4](=[CH:5][CH:6]=[CH:7][CH:8]=3)[C:3]2=[O:12])=[C:14]([O:22][CH3:23])[CH:15]=1)([CH3:21])[CH3:20]. Reported procedure: A solution of 2-amino-2-(4-isopropyl-2-methoxyphenyl)-2H-inden-1,3-dione (0.50 g, 1.62 mmol) in anhydrous THF (10 ml) was added triphosgene (0.21 g, 0.71 mmol) and stirred for 30 min. The reaction mixture was concentrated and was dissolved in methanol (6 mL) and was stirred for 2 hrs and was concentrated to afford the title compound (220 mg, 93%). Starting materials: CCCc1cc(O)nc(NCC)n1, O=P(Cl)(Cl)Cl. Yields the product CCCc1cc(Cl)nc(NCC)n1. RXN SMILES: [CH2:1]([CH3:2])[NH:3][c:4]1[n:5][c:6]([CH2:11][CH2:12][CH3:13])[cH:7][c:8]([OH:10])[n:9]1.[P:14]([Cl:15])([Cl:16])([Cl:17])=[O:18]>>[CH2:1]([CH3:2])[NH:3][c:4]1[n:5][c:6]([CH2:11][CH2:12][CH3:13])[cH:7][c:8]([Cl:16])[n:9]1. Reactants: C(C)(C)(C)OC(=O)N([C@H](C)C1=CC=CC2=CC=CC=C12)CC1CN(CCC1C1=CC=CC=C1)C1=C(C=C(C(=O)O)C=C1F)F (4-[3-({(tert-butoxycarbonyl)[(1R)-1-(1-naphthyl)ethyl]amino}methyl)-4-phenylpiperidin-1-yl]-3,5-difluorobenzoic acid), Cl.O1CCOCC1 (hydrogen chloride 1,4-dioxane). Reaction conditions: time 1 hour. The product is Cl.FC=1C=C(C(=O)O)C=C(C1N1CC(C(CC1)C1=CC=CC=C1)CN[C@H](C)C1=CC=CC2=CC=CC=C12)F (3,5-difluoro-4-[3-({[(1R)-1-(1-naphthyl)ethyl]amino}methyl)-4-phenylpiperidin-1-yl]benzoic acid hydrochloride). RXN SMILES: C(OC([N:8]([CH2:21][CH:22]1[CH:27]([C:28]2[CH:33]=[CH:32][CH:31]=[CH:30][CH:29]=2)[CH2:26][CH2:25][N:24]([C:34]2[C:42]([F:43])=[CH:41][C:37]([C:38]([OH:40])=[O:39])=[CH:36][C:35]=2[F:44])[CH2:23]1)[C@@H:9]([C:11]1[C:20]2[C:15](=[CH:16][CH:17]=[CH:18][CH:19]=2)[CH:14]=[CH:13][CH:12]=1)[CH3:10])=O)(C)(C)C.[ClH:45].O1CCOCC1>>[ClH:45].[F:43][C:42]1[CH:41]=[C:37]([CH:36]=[C:35]([F:44])[C:34]=1[N:24]1[CH2:25][CH2:26][CH:27]([C:28]2[CH:29]=[CH:30][CH:31]=[CH:32][CH:33]=2)[CH:22]([CH2:21][NH:8][C@@H:9]([C:11]2[C:20]3[C:15](=[CH:16][CH:17]=[CH:18][CH:19]=3)[CH:14]=[CH:13][CH:12]=2)[CH3:10])[CH2:23]1)[C:38]([OH:40])=[O:39] |f:1.2,3.4|. Procedure: To 127 mg of 4-[3-({(tert-butoxycarbonyl)[(1R)-1-(1-naphthyl)ethyl]amino}methyl)-4-phenylpiperidin-1-yl]-3,5-difluorobenzoic acid was added 3.0 mL of a 4 M hydrogen chloride/1,4-dioxane solution, followed by stirring at room temperature for 1 hour. The reaction mixture was concentrated under reduced pressure, to the residue were added THF, isopropanol, and diisopropylether, and the precipitated solid was isolated by filtration, and dried under reduced pressure to obtain 78 mg of 3,5-difluoro-4-[...